This data is from the Open Reaction Database (ORD), a public repository of structured organic reaction records. The task is: describe an organic reaction: reactants, conditions, products, and yield The reactants are [Mg] (magnesium), C(CC(=O)[O-])(=O)OCC (ethyl malonate). Product: C(C)O[Mg] (ethoxy magnesium), C(CC(=O)[O-])(=O)OCC (ethyl malonate). Reaction SMILES: [Mg:1].[C:2]([O:8][CH2:9][CH3:10])(=[O:7])[CH2:3][C:4]([O-:6])=[O:5]>>[CH2:2]([O:8][Mg:1])[CH3:3].[C:2]([O:8][CH2:9][CH3:10])(=[O:7])[CH2:3][C:4]([O-:6])=[O:5]. Reported procedure: Using the procedure of Step C of Example 6, 1.34 g of magnesium and 8.8g of ethyl malonate were reacted to obtain ethoxy magnesium of ethyl malonate to which was added over 30 minutes at room temperature a solution of 12.4 g of the product of Step B in 10 ml of dry toluene. The mixture was held at room temperature for 45 minutes and was then poured into 50 ml of 2N hydrochloric acid and 50 ml of ice. The mixture was extracted with ether and the extracts were washed with 5% sodium bicarbonate sol... The reactants are BrC1=CC=C(C=O)C=C1 (4-Bromobenzaldehyde), C(=O)([O-])[O-].[K+].[K+] (K2CO3), C1(=CC=C(C=C1)S(=O)(=O)O)C (p-Toluenesulfonic acid), O (water). Run in C1=CC=CC=C1 (benzene), C(CO)O (ethylene glycol). The product is BrC1=CC=C(C=C1)C1OCCO1 (2-(4-Bromophenyl) Dioxolane). Isolated yield 70.0%. RXN SMILES: [Br:1][C:2]1[CH:9]=[CH:8][C:5]([CH:6]=[O:7])=[CH:4][CH:3]=1.[C:10]1([CH3:20])C=CC(S(O)(=O)=O)=CC=1.O.C([O-])([O-])=[O:23].[K+].[K+]>C1C=CC=CC=1.C(O)CO>[Br:1][C:2]1[CH:9]=[CH:8][C:5]([CH:6]2[O:23][CH2:10][CH2:20][O:7]2)=[CH:4][CH:3]=1 |f:3.4.5|. Procedure: 4-Bromobenzaldehyde (56 g, 0.3 mole) was dissolved in 500 mls of benzene containing 80 mls (excess) of ethylene glycol. This mixture was stirred rapidly via motor. p-Toluenesulfonic acid (5 g) was added and the mixture was refluxed with a water separator overnight (24 hours). The cooled mixture was poured into 1 liter of 5% K2CO3 and extracted with ethyl acetate. The organic phase was washed with H2O and then brine. The extract was dried over sodium sulfate and filtered. After solvent removal, t... The reactants are N1=C2C(=CC=C1)C(=O)OC2=O (2,3-pyridinedicarboxylic anhydride), [Cl-].[Al+3].[Cl-].[Cl-] (aluminum chloride), C1(=CC=CC=C1)C (toluene). Yields the product CC1=CC=C(C(=O)C=2C(=NC=CC2)C(=O)O)C=C1 (3-(4-methylbenzoyl)-2-pyridinecarboxylic acid). RXN SMILES: [N:1]1[CH:6]=[CH:5][CH:4]=[C:3]2[C:7]([O:9][C:10](=[O:11])[C:2]=12)=[O:8].[Cl-].[Al+3].[Cl-].[Cl-].[C:16]1([CH3:22])[CH:21]=[CH:20][CH:19]=[CH:18][CH:17]=1>>[CH3:22][C:16]1[CH:21]=[CH:20][C:19]([C:7]([C:3]2[C:2]([C:10]([OH:9])=[O:11])=[N:1][CH:6]=[CH:5][CH:4]=2)=[O:8])=[CH:18][CH:17]=1 |f:1.2.3.4|. Procedure details: Employing 2,3-pyridinedicarboxylic anhydride (10.0 g), toluene (125 ml) and aluminum chloride (15.0 g), substantially the same reaction and process as in Reference Example 1 Process 1 and Step 1 were conducted to give 3-(4-methylbenzoyl)-2-pyridinecarboxylic acid as colorless crystals (7.8 g). Starting materials: COC=1C(=C(C=CC1OC)NCC(=O)O)[N+](=O)[O-] ((3,4-dimethoxy-2-nitro-phenylamino)-acetic acid). The reagents and catalysts are [Pd] (Palladium on activated carbon). The solvent is CO (methanol). Conditions: time 16 hour. Product: COC1=CC=C2NCC(NC2=C1OC)=O (7,8-dimethoxy-3,4-dihydro-1H-quinoxalin-2-one). The yield is 51.5%. As a reaction SMILES: [CH3:1][O:2][C:3]1[C:4]([N+:16]([O-])=O)=[C:5]([NH:11][CH2:12][C:13](O)=[O:14])[CH:6]=[CH:7][C:8]=1[O:9][CH3:10]>[Pd].CO>[CH3:10][O:9][C:8]1[C:3]([O:2][CH3:1])=[C:4]2[C:5]([NH:11][CH2:12][C:13](=[O:14])[NH:16]2)=[CH:6][CH:7]=1. Reported procedure: 10% Palladium on activated carbon (0.22 g, 2.06 mmol, 0.48 eq) is added at room temperature to a stirred solution of (3,4-dimethoxy-2-nitro-phenylamino)-acetic acid (1.1 g, 4.29 mmol, 1.0 eq) in methanol (30 mL). The mixture is hydrogenated for 16 hours, then filtered through decalite. Solvent is removed to afford 7,8-dimethoxy-3,4-dihydro-1H-quinoxalin-2-one as an off-white solid (0.46 g, 52% yield).